Task: describe an organic reaction: reactants, conditions, products, and yield. Dataset: the Open Reaction Database (ORD), a public repository of structured organic reaction records Reactants: C(C1=CC=CC=C1)OC(=O)N1C(=NC(C1)=O)N (2-amino-4-oxo-4,5-dihydro-imidazole-1-carboxylic acid benzyl ester), CC1=C(CBr)C=CC(=C1)C (2,4-dimethylbenzylbromide), C(=O)([O-])[O-].[K+].[K+] (K2CO3). Solvent: C(C)#N (acetonitrile). The product is C(C1=CC=CC=C1)OC(=O)N1C(=NC(C1)=O)NCC1=C(C=C(C=C1)C)C (2-(2,4-dimethyl-benzylamino)-4-oxo-4,5-dihydro-imidazole-1-carboxylic acid benzyl ester). Yield: 24.9%. Reaction SMILES: [CH2:1]([O:8][C:9]([N:11]1[CH2:15][C:14](=[O:16])[N:13]=[C:12]1[NH2:17])=[O:10])[C:2]1[CH:7]=[CH:6][CH:5]=[CH:4][CH:3]=1.[CH3:18][C:19]1[CH:26]=[C:25]([CH3:27])[CH:24]=[CH:23][C:20]=1[CH2:21]Br.C([O-])([O-])=O.[K+].[K+]>C(#N)C>[CH2:1]([O:8][C:9]([N:11]1[CH2:15][C:14](=[O:16])[N:13]=[C:12]1[NH:17][CH2:21][C:20]1[CH:23]=[CH:24][C:25]([CH3:27])=[CH:26][C:19]=1[CH3:18])=[O:10])[C:2]1[CH:7]=[CH:6][CH:5]=[CH:4][CH:3]=1 |f:2.3.4|. Procedure: A suspension of 2-amino-4-oxo-4,5-dihydro-imidazole-1-carboxylic acid benzyl ester (93.2 mg, 0.40 mmol), 2,4-dimethylbenzylbromide (79.64 mg, 0.40 mmol) and K2CO3 (83.01 mg, 0.60 mmol) in acetonitrile (8 mL) was heated to reflux under argon for 45 min. Partition between EtOAc and water to give a suspension. Filter off the solid to give 2-(2,4-dimethyl-benzylamino)-4-oxo-4,5-dihydro-imidazole-1-carboxylic acid benzyl ester (35.0 mg). The filtrate was separated, dried to give an oil which was puri... Reactants: CCc1nc2c(C)cc(NC(=NC#N)N(C)C)cc2n1Cc1ccc(-c2ccccc2C(=O)OC)cc1, CCO, [Na+], [OH-]. The product is CCc1nc2c(C)cc(NC(=NC#N)N(C)C)cc2n1Cc1ccc(-c2ccccc2C(=O)O)cc1. Reaction SMILES: [CH2:1]([CH3:2])[c:3]1[n:4][c:5]2[c:6]([n:7]1[CH2:8][c:9]1[cH:10][cH:11][c:12](-[c:15]3[c:16]([C:21](=[O:22])[O:23][CH3:24])[cH:17][cH:18][cH:19][cH:20]3)[cH:13][cH:14]1)[cH:25][c:26]([NH:30][C:31](=[N:32][C:33]#[N:34])[N:35]([CH3:36])[CH3:37])[cH:27][c:28]2[CH3:29].[CH3:40][CH2:41][OH:42].[Na+:39].[OH-:38]>>[CH2:1]([CH3:2])[c:3]1[n:4][c:5]2[c:6]([n:7]1[CH2:8][c:9]1[cH:10][cH:11][c:12](-[c:15]3[c:16]([C:21](=[O:22])[OH:23])[cH:17][cH:18][cH:19][cH:20]3)[cH:13][cH:14]1)[cH:25][c:26]([NH:30][C:31](=[N:32][C:33]#[N:34])[N:35]([CH3:36])[CH3:37])[cH:27][c:28]2[CH3:29]. Reactants: C(#N)NC(SC)=NCCSCC=1N=CNC1C (N-cyano-N'-{2-[(5-methyl-4-imidazolyl)methylthio]ethyl}-S-methylisothiourea), C1=CC=C(C=C1)C(CN)O (DL-β-hydroxyphenethylamine). Solvent: C(C)O (ethanol). Yields the product C(#N)NC(=NCCSCC=1N=CNC1C)NCC(C1=CC=CC=C1)O (N-cyano-N'-(β-hydroxyphenethyl)-N"-{2-[(5-methyl-4-imidazolyl)methylthio]ethyl}guanidine). Yield: 20.3%. Reaction SMILES: [C:1]([NH:3][C:4](=[N:7][CH2:8][CH2:9][S:10][CH2:11][C:12]1[N:13]=[CH:14][NH:15][C:16]=1[CH3:17])SC)#[N:2].[CH:18]1[CH:23]=[CH:22][C:21]([CH:24]([OH:27])[CH2:25][NH2:26])=[CH:20][CH:19]=1>C(O)C>[C:1]([NH:3][C:4]([NH:26][CH2:25][CH:24]([OH:27])[C:21]1[CH:22]=[CH:23][CH:18]=[CH:19][CH:20]=1)=[N:7][CH2:8][CH2:9][S:10][CH2:11][C:12]1[N:13]=[CH:14][NH:15][C:16]=1[CH3:17])#[N:2]. Procedure: With 5 ml of ethanol were mixed 1 g of N-cyano-N'-{2-[(5-methyl-4-imidazolyl)methylthio]ethyl}-S-methylisothiourea and 2.6 g of DL-β-hydroxyphenethylamine, and the resulting mixture was subjected to reaction under reflux for 5 hours. After completion of the reaction, the solvent was removed by distillation under reduced pressure, and the oily substance thus obtained was washed with 20 ml of diethyl ether and then purified by a column chromatography (Wako Silica Gel C-200, eluent; chloroform:meth... The reactants are FC1=CC=C(C=C1)CN1C=NC2=C1C=CC=C2 (1-[(4-fluorophenyl)methyl]-1H-benzimidazol), CCCCCC (hexane), COC1=CC=C(C=C1)CCN1CCC(CC1)C(=O)OC (1-[2-(4-methoxyphenyl)ethyl]-4-piperidinecarboxylic acid, methyl ester). The solvent is C1CCOC1 (THF), C1CCOC1 (THF). Conditions: time 17.5 minute. Product: COC1=CC=C(C=C1)CCN1CCC(CC1)C=O ([1-[2-(4-methoxyphenyl)ethyl]-4-piperidinyl]methanone). Reaction SMILES: FC1C=CC(CN2C3C=CC=CC=3N=C2)=CC=1.CCCCCC.[CH3:24][O:25][C:26]1[CH:31]=[CH:30][C:29]([CH2:32][CH2:33][N:34]2[CH2:39][CH2:38][CH:37]([C:40](OC)=[O:41])[CH2:36][CH2:35]2)=[CH:28][CH:27]=1>C1COCC1>[CH3:24][O:25][C:26]1[CH:31]=[CH:30][C:29]([CH2:32][CH2:33][N:34]2[CH2:39][CH2:38][CH:37]([CH:40]=[O:41])[CH2:36][CH2:35]2)=[CH:28][CH:27]=1. Procedure: To a stirred, -78° C., solution of 1-[(4-fluorophenyl)methyl]-1H-benzimidazol (1.13 g, 5.00×10-3 mole) and dry THF (12 ml) under argon was added a 2.5 molar hexane solution of n-butyl ithium (2.1 ml, 5.25×10-3 mole). After 15-20 minutes at -78° C., a solution of 1-[2-(4-methoxyphenyl)ethyl]-4-piperidinecarboxylic acid, methyl ester (1.39 g, 5.01×10-3 mole) and dry THF (6 ml) was added dropwise via syringe. After 5-10 minutes, the cooling bath was removed and the reaction was allowed to warm. Aft... Starting materials: CCOC(=O)CCCCOc1ccc2c(c1)CC(NCC(O)c1ccc3c(c1)COC(C)(C)O3)CC2, Cl, C1CCOC1. Yields the product CCOC(=O)CCCCOc1ccc2c(c1)CC(NCC(O)c1ccc(O)c(CO)c1)CC2. RXN SMILES: [CH3:1][C:2]1([CH3:36])[O:3][CH2:4][c:5]2[c:6]([cH:8][cH:9][c:10]([CH:12]([CH2:13][NH:14][CH:15]3[CH2:16][c:17]4[cH:18][c:19]([O:25][CH2:26][CH2:27][CH2:28][CH2:29][C:30](=[O:31])[O:32][CH2:33][CH3:34])[cH:20][cH:21][c:22]4[CH2:23][CH2:24]3)[OH:35])[cH:11]2)[O:7]1.[ClH:37].[O:38]1[CH2:39][CH2:40][CH2:41][CH2:42]1>>[OH:3][CH2:4][c:5]1[c:6]([OH:7])[cH:8][cH:9][c:10]([CH:12]([CH2:13][NH:14][CH:15]2[CH2:16][c:17]3[cH:18][c:19]([O:25][CH2:26][CH2:27][CH2:28][CH2:29][C:30](=[O:31])[O:32][CH2:33][CH3:34])[cH:20][cH:21][c:22]3[CH2:23][CH2:24]2)[OH:35])[cH:11]1. Reactants: OCCC(C)=O (1 -hydroxy-3-butanone), S(O)(O)(=O)=O (sulfuric acid), alcoholate, BrC1=CC=C(C=C1)C1=C(C=C(C=C1)F)F (4-bromo-2',4'-difluorobiphenyl), [Mg] (magnesium). The solvent is CCOCC (ether), CCOCC (ether), CCOCC (ether). The product is FC1=C(C=CC(=C1)F)C1=CC=C(C=C1)C(CCO)(C)O (3-(2',4'-difluoro-4-biphenylyl)butane-1,3-diol). Reaction SMILES: [OH:1][CH2:2][CH2:3][C:4](=[O:6])[CH3:5].Br[C:8]1[CH:13]=[CH:12][C:11]([C:14]2[CH:19]=[CH:18][C:17]([F:20])=[CH:16][C:15]=2[F:21])=[CH:10][CH:9]=1.[Mg].S(=O)(=O)(O)O>CCOCC>[F:21][C:15]1[CH:16]=[C:17]([F:20])[CH:18]=[CH:19][C:14]=1[C:11]1[CH:12]=[CH:13][C:8]([C:4]([OH:6])([CH3:5])[CH2:3][CH2:2][OH:1])=[CH:9][CH:10]=1. Procedure: 0.44 g. of 1 -hydroxy-3-butanone in 40 ml. of ether is added dropwise, at 20° to stirred Grignard solution obtained from 2.69 g. of 4-bromo-2',4'-difluorobiphenyl and 0.24 g. of magnesium in 100 ml. of ether. The mixture is stirred for two hours more and the resulting alcoholate is decomposed with dilute sulfuric acid. The ether phase is worked up in the customary manner to give 3-(2',4'-difluoro-4-biphenylyl)butane-1,3-diol, m.p. 82°-84°. Reactants: [H-].[Na+] (sodium hydride), O (Water), C1(CC1)NS(=O)(=O)CC1=CC(=CC=C1)C(F)(F)F (N-cyclopropyl-3-trifluoromethylbenzylsulfonamide), O (water), BrCC#N (bromoacetonitrile), O (water). Solvent: CN(C=O)C (dimethylformamide). Conditions: time 15 minute. The product is C1(CC1)N(S(=O)(=O)CC1=CC(=CC=C1)C(F)(F)F)CC#N ((N-Cyclopropyl-3-Trifluoromethylbenzylsulfonamido)Acetonitrile). Isolated yield 28.3%. RXN SMILES: [H-].[Na+].[CH:3]1([NH:6][S:7]([CH2:10][C:11]2[CH:16]=[CH:15][CH:14]=[C:13]([C:17]([F:20])([F:19])[F:18])[CH:12]=2)(=[O:9])=[O:8])[CH2:5][CH2:4]1.Br[CH2:22][C:23]#[N:24].O>CN(C)C=O>[CH:3]1([N:6]([CH2:22][C:23]#[N:24])[S:7]([CH2:10][C:11]2[CH:16]=[CH:15][CH:14]=[C:13]([C:17]([F:20])([F:18])[F:19])[CH:12]=2)(=[O:9])=[O:8])[CH2:5][CH2:4]1 |f:0.1|. Procedure details: 0.26 g of sodium hydride was added portion-wise to a solution containing 2.79 g of N-cyclopropyl-3-trifluoromethylbenzylsulfonamide in 50 ml of dimethylformamide over an ice bath. The mixture was stirred 15 minutes at 0l° C. and then 1.26 g of bromoacetonitrile was added drop-wise with cooling. The mixture was stirred overnight at room temperature. Water was then added resulting in the formation of a precipitate and oil. Addition of water was continued until no further precipitate or oil was for... Procedure details: 3-[4-(10,11-Dihydro-5H-pyrrolo[2,1-c][1,4]benzodiazepine-10-carbonyl)-2-methyl-phenyl]-cyclohex-2-enone of Example 39 (0.100 g, 0.252 mmol) was reacted in the manner of Example 25. The crude product was dissolved in boiling diethyl ether, filtered and the product precipitated from the filtrate by addition of pentane to provide the title compound (0.100 g) as a white solid. Product: C=1C=CN2C1CN(C1=C(C2)C=CC=C1)C(=O)C1=CC(=C(C=C1)C1=CC(CCC1)O)C ((10,11-Dihydro-5H-pyrrolo[2,1-c][1,4]benzodiazepin-10-yl)-[4-(3-hydroxy-cyclohex-1-en-1-yl)-3-methyl-phenyl]-methanone). The solvent is C(C)OCC (diethyl ether). Starting materials: C=1C=CN2C1CN(C1=C(C2)C=CC=C1)C(=O)C1=CC(=C(C=C1)C1=CC(CCC1)=O)C (3-[4-(10,11-Dihydro-5H-pyrrolo[2,1-c][1,4]benzodiazepine-10-carbonyl)-2-methyl-phenyl]-cyclohex-2-enone), crude product. Yield: 99.6%. As a reaction SMILES: [CH:1]1[CH:2]=[CH:3][N:4]2[CH2:10][C:9]3[CH:11]=[CH:12][CH:13]=[CH:14][C:8]=3[N:7]([C:15]([C:17]3[CH:22]=[CH:21][C:20]([C:23]4[CH2:28][CH2:27][CH2:26][C:25](=[O:29])[CH:24]=4)=[C:19]([CH3:30])[CH:18]=3)=[O:16])[CH2:6][C:5]=12>C(OCC)C>[CH:1]1[CH:2]=[CH:3][N:4]2[CH2:10][C:9]3[CH:11]=[CH:12][CH:13]=[CH:14][C:8]=3[N:7]([C:15]([C:17]3[CH:22]=[CH:21][C:20]([C:23]4[CH2:28][CH2:27][CH2:26][CH:25]([OH:29])[CH:24]=4)=[C:19]([CH3:30])[CH:18]=3)=[O:16])[CH2:6][C:5]=12.